This data is from the Open Reaction Database (ORD), a public repository of structured organic reaction records. The task is: describe an organic reaction: reactants, conditions, products, and yield Reactants: CC(C(C[Si](CCCC)(CCCC)CCCC)C1(CCCCC1)O)=C (1-(2-Methyl-I-tri(n-butyl)silylmethyl-2-propenyl)cyclohexanol), C(=C)C(CCC=C(C)C)(C[Si](C)(C)C)C1(CCCCC1)O (1-(1-Ethenyl-5-methyl-1-trimethylsilylmethyl-4-hexenyl)cyclohexanol), ( 7.8 ), ( 16 ), ( 28 ), ( 19 ), ( 87 ), CC(=CCCC(C(C[Si](C)(C)C)C1(CCCCC1)O)=C)C (1-(2-(4-Methyl-3-pentenyl)-1-trimethylsilylmethyl-2-propenyl)cyclohexanol), ( 67 ), CC(C=C)(C[Si](CCCC)(CCCC)CCCC)C1(CCCCC1)O (1-(1-Methyl-1-(tri-n-butyl)silylmethyl-2-propenyl)cyclohexanol), ( 4.3 ), ( 7 ), ( 0.2 ), ( 100 ), M--C4H9, ( 100 ). Run in O (H2O). Product: C1(=CC=CC=C1)C=1C[Si]2(CC1)CC(=CC2)C2=CC=CC=C2 (2,7-Diphenyl-5-silaspiro[4,4]nona-2,7-diene). Reaction SMILES: CC(=C)C([C:18]1(O)[CH2:23][CH2:22][CH2:21][CH2:20][CH2:19]1)C[Si](CCCC)(CCCC)CCCC.C[C:27]([C:44]1(O)[CH2:49][CH2:48][CH2:47][CH2:46][CH2:45]1)([CH2:30][Si:31]([CH2:40][CH2:41][CH2:42][CH3:43])([CH2:36][CH2:37]CC)CCCC)C=C.CC(C)=CCCC(=C)C(C1(O)CCCCC1)C[Si](C)(C)C.C(C(C1(O)CCCCC1)(C[Si](C)(C)C)CCC=C(C)C)=C>O>[C:18]1([C:42]2[CH2:43][Si:31]3([CH2:36][CH:37]=[C:27]([C:44]4[CH:45]=[CH:46][CH:47]=[CH:48][CH:49]=4)[CH2:30]3)[CH2:40][CH:41]=2)[CH:19]=[CH:20][CH:21]=[CH:22][CH:23]=1. Reported procedure: 1-(2-Methyl-I-tri(n-butyl)silylmethyl-2-propenyl)cyclohexanol and 1-(1-Methyl-1-(tri-n-butyl)silylmethyl-2-propenyl)cyclohexanol (92:8, 94% total yield). Major isomer: 1H NMR δ 4.85 (m, 1 H), 4.77 (d, J=1.9 Hz, 1 H), 2.12 (dd, J=8.5, 6.1 Hz, 1 H), 1.76 (d, J=0.4 Hz, 3 H), 1.68-1.10 (m, 22 H), 0.87 (t, J=7.0 Hz, 9 H), 0.76-0.70 (m, 2 H), 0.52-4.44 (m, 6 H); 13C NMR δ 147.2, 114.1, 73.2, 52.3, 35.6, 35.5, 26.9, 26.2, 25.9, 22.3, 22.2, 13.8, 12.4, 9.8; IR (neat) 3491 (br), 3068, 2954, 2924, 2870, 2... Starting materials: CCOC(=O)Cc1ccc(SC)c(Cl)c1, [Li]CCCC, CN1CCCN(C)C1=O, CC(C)NC(C)C, ICC1CCCC1, C1CCOC1. Product: CCOC(=O)C(CC1CCCC1)c1ccc(SC)c(Cl)c1. As a reaction SMILES: [CH2:13]([CH3:14])[O:15][C:16]([CH2:17][c:18]1[cH:19][c:20]([Cl:26])[c:21]([S:24][CH3:25])[cH:22][cH:23]1)=[O:27].[CH2:8]([Li:9])[CH2:10][CH2:11][CH3:12].[CH3:40][N:41]1[CH2:42][CH2:43][CH2:44][N:45]([CH3:46])[C:47]1=[O:48].[CH:1]([NH:2][CH:3]([CH3:4])[CH3:5])([CH3:6])[CH3:7].[I:28][CH2:29][CH:30]1[CH2:31][CH2:32][CH2:33][CH2:34]1.[O:35]1[CH2:36][CH2:37][CH2:38][CH2:39]1>>[CH2:13]([CH3:14])[O:15][C:16]([CH:17]([c:18]1[cH:19][c:20]([Cl:26])[c:21]([S:24][CH3:25])[cH:22][cH:23]1)[CH2:29][CH:30]1[CH2:31][CH2:32][CH2:33][CH2:34]1)=[O:27]. Starting materials: BrC1=C2C=CC(=NC2=C(C=C1)OC(F)F)C(F)(F)F (5-bromo-8-difluoromethoxy-2-trifluoromethylquinoline), C1(=CC=CC=C1)P(C1=CC=CC=C1)C1=CC=CC=C1 (triphenylphosphine), [OH-].[Na+] (sodium hydroxide), O (water), O1CCCC1 (tetrahydrofuran). Reagents/catalysts: C1=CC=C(C=C1)P(C2=CC=CC=C2)C3=CC=CC=C3.C1=CC=C(C=C1)P(C2=CC=CC=C2)C3=CC=CC=C3.Cl[Pd]Cl (bis(triphenylphosphine)palladium (II) chloride). Reaction conditions: temperature 100 celsius, time 15 minute. The product is FC(OC1=CC=C(C=2C=CC(=NC12)C(F)(F)F)C(=O)O)F (8-Difluoromethoxy-2-trifluoromethylquinoline-5-carboxylic Acid). As a reaction SMILES: Br[C:2]1[CH:11]=[CH:10][C:9]([O:12][CH:13]([F:15])[F:14])=[C:8]2[C:3]=1[CH:4]=[CH:5][C:6]([C:16]([F:19])([F:18])[F:17])=[N:7]2.C1(P(C2C=CC=CC=2)C2C=CC=CC=2)C=CC=CC=1.[OH-:39].[Na+].O.[O:42]1[CH2:46]CCC1>C1C=CC(P(C2C=CC=CC=2)C2C=CC=CC=2)=CC=1.C1C=CC(P(C2C=CC=CC=2)C2C=CC=CC=2)=CC=1.Cl[Pd]Cl>[F:14][CH:13]([F:15])[O:12][C:9]1[C:8]2[N:7]=[C:6]([C:16]([F:19])([F:18])[F:17])[CH:5]=[CH:4][C:3]=2[C:2]([C:46]([OH:42])=[O:39])=[CH:11][CH:10]=1 |f:2.3,6.7.8|. Procedure details: A mixture of 5-bromo-8-difluoromethoxy-2-trifluoromethylquinoline (6.0 g), triphenylphosphine (0.3 g), bis(triphenylphosphine)palladium (II) chloride (0.15 g), 47% sodium hydroxide solution (4.5 g) and water (12 ml) in tetrahydrofuran (50 ml) was purged with carbon monoxide gas in a Parr pressure reactor at 7 bar. This was heated to 100° C. for 24 h. After cooling and venting the reaction mixture was partitioned between sodium hydroxide solution (1.5 g in 50 ml) and tert-butyl methyl ether (100 ... Reactants: Cl (HCl), CO (MeOH), COC=1C=C2C=C(N=C(C2=CC1OC)CCC)O (6,7-dimethoxy-1-propylisoquinolin-3-ol), COC=1C=C2C=C(N=C(C2=CC1OC)CCC)O (6,7-Dimethoxy-1-propylisoquinolin-3-ol), [OH-].[K+] (KOH), Cl.ClCC=1C(=NC2=CC=C(C=C2C1)C)NC (3-(chloromethyl)-N,6-dimethylquinolin-2-amine hydrochloride), Cl.ClCC=1C(=NC2=CC=C(C=C2C1)C)NC (3-(Chloromethyl)-N,6-dimethylquinolin-2-amine hydrochloride). Run in C1(=CC=CC=C1)C (toluene). Run at temperature 160 celsius, time 1.5 hour. The product is Cl.Cl.COC=1C=C2C(=C(N=C(C2=CC1OC)CCC)O)CC=1C(=NC2=CC=C(C=C2C1)C)NC (6,7-dimethoxy-4-((6-methyl-2-(methylamino)quinolin-3-yl)methyl)-1-propylisoquinolin-3-ol dihydrochloride), solid. Yield: 5.0%. As a reaction SMILES: [CH3:1][O:2][C:3]1[CH:4]=[C:5]2[C:10](=[CH:11][C:12]=1[O:13][CH3:14])[C:9]([CH2:15][CH2:16][CH3:17])=[N:8][C:7]([OH:18])=[CH:6]2.[OH-].[K+].[ClH:21].[Cl:22][CH2:23][C:24]1[C:25]([NH:35][CH3:36])=[N:26][C:27]2[C:32]([CH:33]=1)=[CH:31][C:30]([CH3:34])=[CH:29][CH:28]=2.Cl.CO>C1(C)C=CC=CC=1>[ClH:22].[ClH:21].[CH3:1][O:2][C:3]1[CH:4]=[C:5]2[C:10](=[CH:11][C:12]=1[O:13][CH3:14])[C:9]([CH2:15][CH2:16][CH3:17])=[N:8][C:7]([OH:18])=[C:6]2[CH2:23][C:24]1[C:25]([NH:35][CH3:36])=[N:26][C:27]2[C:32]([CH:33]=1)=[CH:31][C:30]([CH3:34])=[CH:29][CH:28]=2 |f:1.2,3.4,8.9.10|. Procedure: To a solution of 6,7-dimethoxy-1-propylisoquinolin-3-ol RBO 35142 (250 mg, 1 mmol) in toluene (15 mL) in a 20 mL microwave vial was added a 2 N KOH solution (1 mL, 2 mmol) following by 3-(chloromethyl)-N,6-dimethylquinolin-2-amine hydrochloride MDE 32062 (352 mg, 1.2 mmol). The reaction mixture was stirred at 160° C. for 1.5 h under microwave irradiation then cooled to RT. The volatiles were removed under vacuum and the residue was taken back in a mixture of CH2Cl2:MeOH=9:1 (50 mL). The organic ... Reactants: S1C(=CC2=C1S(CC=C2)(=O)=O)S(=O)(=O)N (6H-thieno[2,3-b]thiopyran-2-sulfonamide-7,7-dioxide), C(C)O (ethanol). The reagents and catalysts are [Pd] (palladium on carbon), [Pd] (palladium on carbon). The solvent is CO (methanol). Conditions: time 15 minute. Product: S1C(=CC2=C1S(CCC2)(=O)=O)S(=O)(=O)N (5,6-Dihydro-4H-thieno[2,3-b]thiopyran-2-sulfonamide-7,7-dioxide). Yield: 75.8%. Reaction SMILES: [S:1]1[C:5]2[S:6](=[O:11])(=[O:10])[CH2:7][CH:8]=[CH:9][C:4]=2[CH:3]=[C:2]1[S:12]([NH2:15])(=[O:14])=[O:13].C(O)C>[Pd].CO>[S:1]1[C:5]2[S:6](=[O:10])(=[O:11])[CH2:7][CH2:8][CH2:9][C:4]=2[CH:3]=[C:2]1[S:12]([NH2:15])(=[O:13])=[O:14]. Procedure details: A solution of 6H-thieno[2,3-b]thiopyran-2-sulfonamide-7,7-dioxide (3.05 g, 0.011 m) is absolute ethanol (130 ml) and methanol (20 ml) was hydrogenated on a Parr apparatus at 40 psi with 5% palladium on carbon catalyst (250 mg) at ambient temperature. After 15 minutes, 10% palladium on carbon catalyst (350 mg) was added, followed by an identical addition after 30 minutes. After 16 hours, the catalyst was filtered and the filtrate was concentrated in vacuo. The residue was dissolved in absolute et... Reactants: COc1cc(N2CCN(C(=O)OC(C)(C)C)C(C=O)C2)ccc1Cl, [BH3-]C#N, C1COCCN1, CO, ClCCl, [Na+]. Product: COc1cc(N2CCN(C(=O)OC(C)(C)C)C(CN3CCOCC3)C2)ccc1Cl. RXN SMILES: [C:1]([CH3:2])([CH3:3])([CH3:4])[O:5][C:6](=[O:7])[N:8]1[CH:9]([CH:23]=[O:24])[CH2:10][N:11]([c:14]2[cH:15][c:16]([O:21][CH3:22])[c:17]([Cl:20])[cH:18][cH:19]2)[CH2:12][CH2:13]1.[C:33]([BH3-:34])#[N:35].[CH2:27]1[CH2:28][O:29][CH2:30][CH2:31][NH:32]1.[CH3:25][OH:26].[Cl:37][CH2:38][Cl:39].[Na+:36]>>[C:1]([CH3:2])([CH3:3])([CH3:4])[O:5][C:6](=[O:7])[N:8]1[CH:9]([CH2:23][N:32]2[CH2:27][CH2:28][O:29][CH2:30][CH2:31]2)[CH2:10][N:11]([c:14]2[cH:15][c:16]([O:21][CH3:22])[c:17]([Cl:20])[cH:18][cH:19]2)[CH2:12][CH2:13]1. The reactants are [Al+3], CN1CCN(c2nn(S(=O)(=O)c3ccccc3)c3ccc(Br)cc23)CC1, C1CCOC1, [H-], [H-], [H-], [H-], [Li+], O. The product is CN1CCN(c2n[nH]c3ccc(Br)cc23)CC1. Reaction SMILES: [Al+3:28].[Br:1][c:2]1[cH:3][c:4]2[c:5]([N:20]3[CH2:21][CH2:22][N:23]([CH3:26])[CH2:24][CH2:25]3)[n:6][n:7]([S:11]([c:12]3[cH:13][cH:14][cH:15][cH:16][cH:17]3)(=[O:18])=[O:19])[c:8]2[cH:9][cH:10]1.[CH2:34]1[O:35][CH2:36][CH2:37][CH2:38]1.[H-:27].[H-:30].[H-:31].[H-:32].[Li+:29].[OH2:33]>>[Br:1][c:2]1[cH:3][c:4]2[c:5]([N:20]3[CH2:21][CH2:22][N:23]([CH3:26])[CH2:24][CH2:25]3)[n:6][nH:7][c:8]2[cH:9][cH:10]1. The reactants are CC(c1cccc2ccccc12)N(CC1CCN(C(=O)CCC(=O)Nc2ccc(C(=O)O)cc2)CC1c1cccc(F)c1)C(=O)OC(C)(C)C, CCOC(C)=O, CCOC(C)=O, CC(C)OC(C)C, Cl. Yields the product Cl, CC(NCC1CCN(C(=O)CCC(=O)Nc2ccc(C(=O)O)cc2)CC1c1cccc(F)c1)c1cccc2ccccc12. Reaction SMILES: [C:1]([O:2][C:3](=[O:4])[N:8]([CH:9]([CH3:10])[c:11]1[cH:12][cH:13][cH:14][c:15]2[cH:16][cH:17][cH:18][cH:19][c:20]12)[CH2:21][CH:22]1[CH:23]([c:44]2[cH:45][c:46]([F:50])[cH:47][cH:48][cH:49]2)[CH2:24][N:25]([C:28]([CH2:29][CH2:30][C:31](=[O:32])[NH:33][c:34]2[cH:35][cH:36][c:37]([C:38](=[O:39])[OH:40])[cH:41][cH:42]2)=[O:43])[CH2:26][CH2:27]1)([CH3:5])([CH3:6])[CH3:7].[C:51]([O:52][CH2:53][CH3:54])(=[O:55])[CH3:56].[CH3:65][CH2:66][O:67][C:68](=[O:69])[CH3:70].[CH:58]([O:59][CH:60]([CH3:61])[CH3:62])([CH3:63])[CH3:64].[ClH:57]>>[ClH:57].[NH:8]([CH:9]([CH3:10])[c:11]1[cH:12][cH:13][cH:14][c:15]2[cH:16][cH:17][cH:18][cH:19][c:20]12)[CH2:21][CH:22]1[CH:23]([c:44]2[cH:45][c:46]([F:50])[cH:47][cH:48][cH:49]2)[CH2:24][N:25]([C:28]([CH2:29][CH2:30][C:31](=[O:32])[NH:33][c:34]2[cH:35][cH:36][c:37]([C:38](=[O:39])[OH:40])[cH:41][cH:42]2)=[O:43])[CH2:26][CH2:27]1. Procedure details: Into a four necked flask equipped with an agitator and a thermometer, 3-acetoxy-2-allyl-3-methyl-4-cyclopentenone (19.4 g), acetic acid (80 ml) and sodium acetate (4 g) were charged and refluxed for 5 hours with agitation. After the completion of the reaction, acetic acid was evaporated off under reduced pressure. The residue was shaken with toluene (70 ml) and water (40 ml). The organic layer was separated, washed with an aqueous solution of sodium bicarbonate and then water and concentrated. T... The yield is 176.3%. RXN SMILES: C(O[C:5]1([CH3:14])[CH:9]=[CH:8][C:7](=[O:10])[CH:6]1[CH2:11][CH:12]=[CH2:13])(=O)C.[C:15]([O-:18])(=[O:17])[CH3:16].[Na+]>C(O)(=O)C>[C:15]([O:18][CH:9]1[CH2:8][C:7](=[O:10])[C:6]([CH2:11][CH:12]=[CH2:13])=[C:5]1[CH3:14])(=[O:17])[CH3:16] |f:1.2|. Solvent: C(C)(=O)O (acetic acid), C(C)(=O)O (acetic acid). The product is C(C)(=O)OC1C(=C(C(C1)=O)CC=C)C (4-acetoxy-2-allyl-3-methyl-2-cyclopentenone). Starting materials: C(C)(=O)OC1(C(C(C=C1)=O)CC=C)C (3-acetoxy-2-allyl-3-methyl-4-cyclopentenone), C(C)(=O)[O-].[Na+] (sodium acetate).